From a dataset of the Open Reaction Database (ORD), a public repository of structured organic reaction records. describe an organic reaction: reactants, conditions, products, and yield Starting materials: Cc1ccccc1, Clc1ccccc1CBr, c1ccc(P(c2ccccc2)c2ccccc2)cc1. The product is [Br-], Clc1ccccc1C[P+](c1ccccc1)(c1ccccc1)c1ccccc1. RXN SMILES: [CH3:29][c:30]1[cH:31][cH:32][cH:33][cH:34][cH:35]1.[Cl:1][c:2]1[c:3]([CH2:8][Br:9])[cH:4][cH:5][cH:6][cH:7]1.[c:10]1([P:16]([c:17]2[cH:18][cH:19][cH:20][cH:21][cH:22]2)[c:23]2[cH:24][cH:25][cH:26][cH:27][cH:28]2)[cH:11][cH:12][cH:13][cH:14][cH:15]1>>[Br-:9].[Cl:1][c:2]1[c:3]([CH2:8][P+:16]([c:10]2[cH:11][cH:12][cH:13][cH:14][cH:15]2)([c:17]2[cH:18][cH:19][cH:20][cH:21][cH:22]2)[c:23]2[cH:24][cH:25][cH:26][cH:27][cH:28]2)[cH:4][cH:5][cH:6][cH:7]1. Reactants: BrC1=CC=C(C=C1)C(C\C(=N/O)\C=1C=CC(N(C1)C)=O)C1=C(C=C(C=C1)Cl)C ((+)-5-{3-(4-Bromo-phenyl)-3-(4-chloro-2-methyl-phenyl)-1-[(E)-hydroxyimino]-propyl}-1-methyl-1H-pyridin-2-one), CS(=O)(=O)NC1=CC=C(C=C1)B(O)O (4-(methanesulfonylamino)phenylboronic acid). The product is ClC1=CC(=C(C=C1)C(C\C(\C1=CN(C(C=C1)=O)C)=N/O)C1=CC=C(C=C1)C1=CC=C(C=C1)NS(=O)(=O)C)C ((+)-N-{4′-[1-(4-Chloro-2-methyl-phenyl)-3-[(E)-hydroxyimino]-3-(1-methyl-6-oxo-1,6-dihydro-pyridin-3-yl)-propyl]-biphenyl-4-yl}-methanesulfonamide). RXN SMILES: Br[C:2]1[CH:7]=[CH:6][C:5]([CH:8]([C:21]2[CH:26]=[CH:25][C:24]([Cl:27])=[CH:23][C:22]=2[CH3:28])[CH2:9]/[C:10](/[C:13]2[CH:14]=[CH:15][C:16](=[O:20])[N:17]([CH3:19])[CH:18]=2)=[N:11]\[OH:12])=[CH:4][CH:3]=1.[CH3:29][S:30]([NH:33][C:34]1[CH:39]=[CH:38][C:37](B(O)O)=[CH:36][CH:35]=1)(=[O:32])=[O:31]>>[Cl:27][C:24]1[CH:25]=[CH:26][C:21]([CH:8]([C:5]2[CH:4]=[CH:3][C:2]([C:37]3[CH:38]=[CH:39][C:34]([NH:33][S:30]([CH3:29])(=[O:32])=[O:31])=[CH:35][CH:36]=3)=[CH:7][CH:6]=2)[CH2:9]/[C:10](=[N:11]\[OH:12])/[C:13]2[CH:14]=[CH:15][C:16](=[O:20])[N:17]([CH3:19])[CH:18]=2)=[C:22]([CH3:28])[CH:23]=1. Reported procedure: The title compound was prepared in analogy to example 166, from (+)-5-{3-(4-bromo-phenyl)-3-(4-chloro-2-methyl-phenyl)-1-[(E)-hydroxyimino]-propyl}-1-methyl-1H-pyridin-2-one (example 415) and 4-(methanesulfonylamino)phenylboronic acid (CAS RN 380430-57-9). The compound was purified by silica gel chromatography on a 20 g column using a MPLC system eluting with a gradient of dichloromethane:methanol (100:0 to 90:10). Light brown foam. MS (ESI+): m/z=550.2 ([M+H]+). Starting materials: Cl.O1CCNCC2=C1C=CC(=C2)C=2C=C1C(=NC2)N=C(N1)NC(OC)=O (methyl [6-(2,3,4,5-tetrahydro-1,4-benzoxazepin-7-yl)-1H-imidazo[4,5-b]pyridin-2-yl]carbamate hydrochloride), ClC1=NC=NC=2C[C@H](CCC12)CC ((7S)-4-chloro-7-ethyl-5,6,7,8-tetrahydroquinazoline), C(C)(C)N(C(C)C)CC (N,N-diisopropylethylamine). Run in CN1C(CCC1)=O (N-methyl-2-pyrrolidone), CO (methanol). Yields the product C(C)[C@H]1CCC=2C(=NC=NC2C1)N1CCOC2=C(C1)C=C(C=C2)C=2C=C1C(=NC2)N=C(N1)N (6-{4-[(7S)-7-ethyl-5,6,7,8-tetrahydroquinazolin-4-yl]-2,3,4,5-tetrahydro-1,4-benzoxazepin-7-yl}-1H-imidazo[4,5-b]pyridin-2-amine). Reaction SMILES: Cl.[O:2]1[C:8]2[CH:9]=[CH:10][C:11]([C:13]3[CH:14]=[C:15]4[NH:21][C:20]([NH:22]C(=O)OC)=[N:19][C:16]4=[N:17][CH:18]=3)=[CH:12][C:7]=2[CH2:6][NH:5][CH2:4][CH2:3]1.Cl[C:28]1[C:37]2[CH2:36][CH2:35][C@H:34]([CH2:38][CH3:39])[CH2:33][C:32]=2[N:31]=[CH:30][N:29]=1.C(N(CC)C(C)C)(C)C>CN1CCCC1=O.CO>[CH2:38]([C@@H:34]1[CH2:33][C:32]2[N:31]=[CH:30][N:29]=[C:28]([N:5]3[CH2:6][C:7]4[CH:12]=[C:11]([C:13]5[CH:14]=[C:15]6[NH:21][C:20]([NH2:22])=[N:19][C:16]6=[N:17][CH:18]=5)[CH:10]=[CH:9][C:8]=4[O:2][CH2:3][CH2:4]3)[C:37]=2[CH2:36][CH2:35]1)[CH3:39] |f:0.1|. Procedure: A mixture of methyl [6-(2,3,4,5-tetrahydro-1,4-benzoxazepin-7-yl)-1H-imidazo[4,5-b]pyridin-2-yl]carbamate hydrochloride (84 mg, 0.23 mmol, (7S)-4-chloro-7-ethyl-5,6,7,8-tetrahydroquinazoline (reagent preparation 3) (35 mg, 0.18 mmol) and N,N-diisopropylethylamine (0.15 mL, 0.90 mmol) in N-methyl-2-pyrrolidone (2.0 mL) was reacted in a microwave apparatus (250 W) for 5 min. at 110° C. After cooling to room temperature the reaction mixture was diluted with methanol (2 mL) and purified by preparati...